From a dataset of the Open Reaction Database (ORD), a public repository of structured organic reaction records. describe an organic reaction: reactants, conditions, products, and yield Reactants: C(CCCCCCCCCCCCCCC)(=O)NC=1C(C=CC(C1)=O)=O (2-palmitoylamino-1,4-benzoquinone), Cl (hydrogen chloride). The solvent is C(C)(=O)OCC (ethyl acetate). Conditions: time 2 hour. Yields the product C(CCCCCCCCCCCCCCC)(=O)NC=1C(C=C(C(C1)=O)Cl)=O (2-palmitoylamino-5-chloro-1,4-benzoquinone). Isolated yield 64.0%. Reaction SMILES: [C:1]([NH:18][C:19]1[C:20](=[O:26])[CH:21]=[CH:22][C:23](=[O:25])[CH:24]=1)(=[O:17])[CH2:2][CH2:3][CH2:4][CH2:5][CH2:6][CH2:7][CH2:8][CH2:9][CH2:10][CH2:11][CH2:12][CH2:13][CH2:14][CH2:15][CH3:16].[ClH:27]>C(OCC)(=O)C>[C:1]([NH:18][C:19]1[C:20](=[O:26])[CH:21]=[C:22]([Cl:27])[C:23](=[O:25])[CH:24]=1)(=[O:17])[CH2:2][CH2:3][CH2:4][CH2:5][CH2:6][CH2:7][CH2:8][CH2:9][CH2:10][CH2:11][CH2:12][CH2:13][CH2:14][CH2:15][CH3:16]. Procedure: To 100 g of 2-palmitoylamino-1,4-benzoquinone were added 500 ml of ethyl acetate was stirring. The system was then allowed to undergo reaction at room temperature with hydrogen chloride gas blown thereinto for 2 hours. After completion of the reaction, the reaction system was washed with 1,000 ml of iced water. 50 ml of concentrated nitric acid was then added to the system which was then allowed to undergo reaction at room temperature for 30 minutes. After completion of the reaction, the reactio... The reactants are [N+](=O)([O-])C1=CC=C(C=C2N=C3C(=N2)C=CC=C3N)O1 (2-(5-nitro-furfurylidene)-amino-benzimidazole), ClC=1C=C(C=CC1)N=C=O (3-chlorophenyl-isocyanate). Solvent: C(Cl)(Cl)Cl (chloroform), CN(C=O)C (dimethylformamide), C(Cl)(Cl)Cl (chloroform), CN(C=O)C (dimethylformamide). The product is ClC=1C=C(C=CC1)NC(=O)N1C(NC2=C1C=CC=C2N)=CC2=CC=C(O2)[N+](=O)[O-] (1-(3'-chlorophenyl-carbamoyl)-2-(5-nitro-furfurylidene)-amino-benzimidazole). Yield: 65.6%. As a reaction SMILES: [N+:1]([C:4]1[O:19][C:7]([CH:8]=[C:9]2[N:13]=[C:12]3[CH:14]=[CH:15][CH:16]=[C:17]([NH2:18])[C:11]3=[N:10]2)=[CH:6][CH:5]=1)([O-:3])=[O:2].[Cl:20][C:21]1[CH:22]=[C:23]([N:27]=[C:28]=[O:29])[CH:24]=[CH:25][CH:26]=1>C(Cl)(Cl)Cl.CN(C)C=O>[Cl:20][C:21]1[CH:22]=[C:23]([NH:27][C:28]([N:13]2[C:12]3[CH:14]=[CH:15][CH:16]=[C:17]([NH2:18])[C:11]=3[NH:10][C:9]2=[CH:8][C:7]2[O:19][C:4]([N+:1]([O-:3])=[O:2])=[CH:5][CH:6]=2)=[O:29])[CH:24]=[CH:25][CH:26]=1. Procedure details: 51.2 g of 2-(5-nitro-furfurylidene)-amino-benzimidazole are dissolved in a mixture of 120 ml of chloroform and 80 ml of dimethylformamide, whereupon 30.6 g (0.2 moles) of 3-chlorophenyl-isocyanate are slowly added. The crystalline reaction mixture is stirred at room temperature for 7 hours while a mixture of 40 ml of dimethylformamide and 60 ml of chloroform are added. The precipitated crystals are filtered off, washed with 100 ml of chloroform and dried in vacuo at 40° C. to 60° C. Thus 54 g of... Reactants: CC(C)(C)OC(=O)N1CCC(COc2nc(Cl)ncc2Br)C1, CC1CCC(N)CC1. Yields the product CC1CCC(Nc2ncc(Br)c(OCC3CCN(C(=O)OC(C)(C)C)C3)n2)CC1. As a reaction SMILES: [Br:1][c:2]1[c:3]([O:9][CH2:10][CH:11]2[CH2:12][N:13]([C:16](=[O:17])[O:18][C:19]([CH3:20])([CH3:21])[CH3:22])[CH2:14][CH2:15]2)[n:4][c:5]([Cl:8])[n:6][cH:7]1.[CH3:23][CH:24]1[CH2:25][CH2:26][CH:27]([NH2:30])[CH2:28][CH2:29]1>>[Br:1][c:2]1[c:3]([O:9][CH2:10][CH:11]2[CH2:12][N:13]([C:16](=[O:17])[O:18][C:19]([CH3:20])([CH3:21])[CH3:22])[CH2:14][CH2:15]2)[n:4][c:5]([NH:30][CH:27]2[CH2:26][CH2:25][CH:24]([CH3:23])[CH2:29][CH2:28]2)[n:6][cH:7]1. Starting materials: C(C1=CC=CC=C1)N1CCN(CC1)C1CCC(CC1)CCN(C)C (2-(4-(4-benzylpiperazin-1-yl)cyclohexyl)-N,N-dimethylethanamine). The reagents and catalysts are [Pd] (Palladium on carbon). The solvent is C(C)O (ethanol). Conditions: temperature 50 celsius, time 16 hour. Product: CN(CCC1CCC(CC1)N1CCNCC1)C (N,N-dimethyl-2-(4-(piperazin-1-yl)cyclohexyl)ethanamine). Yield: 85.9%. Reaction SMILES: C([N:8]1[CH2:13][CH2:12][N:11]([CH:14]2[CH2:19][CH2:18][CH:17]([CH2:20][CH2:21][N:22]([CH3:24])[CH3:23])[CH2:16][CH2:15]2)[CH2:10][CH2:9]1)C1C=CC=CC=1>C(O)C.[Pd]>[CH3:24][N:22]([CH3:23])[CH2:21][CH2:20][CH:17]1[CH2:16][CH2:15][CH:14]([N:11]2[CH2:10][CH2:9][NH:8][CH2:13][CH2:12]2)[CH2:19][CH2:18]1. Reported procedure: 2-(4-(4-benzylpiperazin-1-yl)cyclohexyl)-N,N-dimethylethanamine (660 mg) is dissolved in ethanol (20 ml). Palladium on carbon (100 mg) is added and the mixture is stirred for 16 hours at 50° C. under an atmosphere of hydrogen (50 psi). The catalyst is removed by filtration and the filtrate concentrated under reduced pressure to give N,N-dimethyl-2-(4-(piperazin-1-yl)cyclohexyl)ethanamine (412 mg). m/z(+) 240 (M+H+). Starting materials: C[Si](C)(C)Cl, CC#N, COCC1CCC(c2ccc(C#N)cc2)CC1, [I-], [Na+]. The product is N#Cc1ccc(C2CCC(CO)CC2)cc1. As a reaction SMILES: [CH3:1][Si:2]([Cl:3])([CH3:4])[CH3:5].[CH3:25][C:26]#[N:27].[CH3:6][O:7][CH2:8][CH:9]1[CH2:10][CH2:11][CH:12]([c:15]2[cH:16][cH:17][c:18]([C:21]#[N:22])[cH:19][cH:20]2)[CH2:13][CH2:14]1.[I-:23].[Na+:24]>>[OH:7][CH2:8][CH:9]1[CH2:10][CH2:11][CH:12]([c:15]2[cH:16][cH:17][c:18]([C:21]#[N:22])[cH:19][cH:20]2)[CH2:13][CH2:14]1. The reactants are C=CCBr, C1CCOC1, CC(C)[N-]C(C)C, CC(C)CC1(CC(=O)OC(C)(C)C)CCN(CCc2ccccc2)C1=O, [Li+]. Yields the product C=C(C)C(C(=O)OC(C)(C)C)C1(CC(C)C)CCN(CCc2ccccc2)C1=O. Reaction SMILES: [CH2:35]([Br:36])[CH:37]=[CH2:38].[CH2:39]1[O:40][CH2:41][CH2:42][CH2:43]1.[CH3:2][CH:3]([CH3:4])[N-:5][CH:6]([CH3:7])[CH3:8].[CH3:9][CH:10]([CH2:11][C:12]1([CH2:26][C:27](=[O:28])[O:29][C:30]([CH3:31])([CH3:32])[CH3:33])[C:13](=[O:25])[N:14]([CH2:17][CH2:18][c:19]2[cH:20][cH:21][cH:22][cH:23][cH:24]2)[CH2:15][CH2:16]1)[CH3:34].[Li+:1]>>[CH2:2]=[C:3]([CH3:4])[CH:26]([C:12]1([CH2:11][CH:10]([CH3:9])[CH3:34])[C:13](=[O:25])[N:14]([CH2:17][CH2:18][c:19]2[cH:20][cH:21][cH:22][cH:23][cH:24]2)[CH2:15][CH2:16]1)[C:27](=[O:28])[O:29][C:30]([CH3:31])([CH3:32])[CH3:33].